Task: describe an organic reaction: reactants, conditions, products, and yield. Dataset: the Open Reaction Database (ORD), a public repository of structured organic reaction records The reactants are CN(C)CC1=CC=2CN(CCC2O1)C(=O)C1=CC=2C(C3=CC=CC=C3C2C=C1)=O (N,N-Dimethyl-[5-(9-fluorenone-2-carbonyl)-4,5,6,7-tetrahydrofuro[3,2-c]pyridin-2-ylmethyl]amine), Cl (hydrogen chloride). Solvent: CO (methanol), C(C)(=O)OCC (ethyl acetate). The product is Cl.CN(C)CC1=CC=2CN(CCC2O1)C(=O)C1=CC=2C(C3=CC=CC=C3C2C=C1)=O (N,N-dimethyl-[5-(9-fluorenone-2-carbonyl)-4,5,6,7-tetrahydrofuro[3,2-c]pyridin-2-ylmethyl]amine hydrochloride). RXN SMILES: [CH3:1][N:2]([CH2:4][C:5]1[O:13][C:12]2[CH2:11][CH2:10][N:9]([C:14]([C:16]3[CH:28]=[CH:27][C:26]4[C:25]5[C:20](=[CH:21][CH:22]=[CH:23][CH:24]=5)[C:19](=[O:29])[C:18]=4[CH:17]=3)=[O:15])[CH2:8][C:7]=2[CH:6]=1)[CH3:3].[ClH:30]>CO.C(OCC)(=O)C>[ClH:30].[CH3:3][N:2]([CH2:4][C:5]1[O:13][C:12]2[CH2:11][CH2:10][N:9]([C:14]([C:16]3[CH:28]=[CH:27][C:26]4[C:25]5[C:20](=[CH:21][CH:22]=[CH:23][CH:24]=5)[C:19](=[O:29])[C:18]=4[CH:17]=3)=[O:15])[CH2:8][C:7]=2[CH:6]=1)[CH3:1] |f:4.5|. Procedure: N,N-Dimethyl-[5-(9-fluorenone-2-carbonyl)-4,5,6,7-tetrahydrofuro[3,2-c]pyridin-2-ylmethyl]amine 0.186 g was dissolved in 2 ml of methanol; hydrogen chloride in ethyl acetate was added in excess, followed by stirring. This mixture was concentrated; the resulting solid was washed with diethyl ether to yield the desired product. Reactants: 5.25, C(=O)(OC)C=1OC2=C(C(=CC=C2C(C1)=O)OCCCCCOC1=C(C(=C(C=C1)C(C)=O)O)CCC)CCC (2-carbomethoxy-7-[5-(2-n-propyl-3-hydroxy-4-acetylphenoxy)pentoxy]-8-n-propylchromone). The reagents and catalysts are [Pd] (palladium on carbon). The solvent is C(C)(=O)O (acetic acid). Conditions: time 2 hour. Yields the product C(=O)(OC)C1OC2=C(C(=CC=C2CC1)OCCCCCOC1=C(C(=C(C=C1)CC)O)CCC)CCC (2-carbomethoxy-7-[5-(2-n-propyl-3-hydroxy-4-ethylphenoxy)pentoxy]-8-n-propylchroman). The yield is 35.0%. As a reaction SMILES: [C:1]([C:5]1[O:6][C:7]2[C:12]([C:13](=O)[CH:14]=1)=[CH:11][CH:10]=[C:9]([O:16][CH2:17][CH2:18][CH2:19][CH2:20][CH2:21][O:22][C:23]1[CH:28]=[CH:27][C:26]([C:29](=O)[CH3:30])=[C:25]([OH:32])[C:24]=1[CH2:33][CH2:34][CH3:35])[C:8]=2[CH2:36][CH2:37][CH3:38])([O:3][CH3:4])=[O:2]>C(O)(=O)C.[Pd]>[C:1]([CH:5]1[CH2:14][CH2:13][C:12]2[C:7](=[C:8]([CH2:36][CH2:37][CH3:38])[C:9]([O:16][CH2:17][CH2:18][CH2:19][CH2:20][CH2:21][O:22][C:23]3[CH:28]=[CH:27][C:26]([CH2:29][CH3:30])=[C:25]([OH:32])[C:24]=3[CH2:33][CH2:34][CH3:35])=[CH:10][CH:11]=2)[O:6]1)([O:3][CH3:4])=[O:2]. Procedure details: 5.25 (10 mmole) of the compound from Example 5, was dissolved in 125 ml of glacial acetic acid and 0.5 g of 5% palladium on carbon added. The resulting suspension was hydrogenated at 70° C. and 50 psi for two hours. The reaction mixture was cooled and filtered to remove catalyst. After removing the solvent by rotary evaporation, the residue was purified by high pressure liquid chromatography to furnish 1.76 g (35%) of the title compound as an oil. Calc: C, 72.26; H, 8.49; Found: C, 72.20; H, 8.5... Reactants: CCCCOC(CO)c1ccccc1, C1CCCCC1, Cc1ccccc1, CCCOC(CO)c1ccccc1. The product is CCCCOC(C=O)c1ccccc1. Reaction SMILES: [CH2:14]([CH2:15][CH2:16][CH3:17])[O:18][CH:19]([CH2:20][OH:21])[c:22]1[cH:23][cH:24][cH:25][cH:26][cH:27]1.[CH2:35]1[CH2:36][CH2:37][CH2:38][CH2:39][CH2:40]1.[CH3:28][c:29]1[cH:30][cH:31][cH:32][cH:33][cH:34]1.[c:1]1([CH:2]([O:3][CH2:4][CH2:5][CH3:6])[CH2:7][OH:8])[cH:9][cH:10][cH:11][cH:12][cH:13]1>>[CH2:14]([CH2:15][CH2:16][CH3:17])[O:18][CH:19]([CH:20]=[O:21])[c:22]1[cH:23][cH:24][cH:25][cH:26][cH:27]1. The reactants are C(C(C)C)N1C(N(C(C=2C1=NN(C2NC2=CC=CC=C2)CC2=CC=C(C=C2)B2OC(C(O2)(C)C)(C)C)=O)C)=O (7-isobutyl-5-methyl-3-(phenylamino)-2-(4-(4,4,5,5-tetramethyl-1,3,2-dioxaborolan-2-yl)benzyl)-2H-pyrazolo[3,4-d]pyrimidine-4,6(5H,7H)-dione), BrC1=NC(=CC(=C1)C)C (2-bromo-4,6-dimethylpyridine), C(=O)(O)[O-].[Na+] (NaHCO3). The reagents and catalysts are C=1C=CC(=CC1)[P](C=2C=CC=CC2)(C=3C=CC=CC3)[Pd]([P](C=4C=CC=CC4)(C=5C=CC=CC5)C=6C=CC=CC6)([P](C=7C=CC=CC7)(C=8C=CC=CC8)C=9C=CC=CC9)[P](C=1C=CC=CC1)(C=1C=CC=CC1)C=1C=CC=CC1 (tetrakis(triphenylphosphine)palladium(0)). The solvent is O1CCOCC1 (dioxane). Conditions: temperature 100 celsius. Yields the product CC1=CC(=NC(=C1)C)C1=CC=C(CN2N=C3N(C(N(C(C3=C2NC2=CC=CC=C2)=O)C)=O)CC(C)C)C=C1 (2-(4-(4,6-dimethylpyridin-2-yl)benzyl)-7-isobutyl-5-methyl-3-(phenylamino)-2H-pyrazolo[3,4-d]pyrimidine-4,6(5H,7H)-dione). As a reaction SMILES: [CH2:1]([N:5]1[C:10]2=[N:11][N:12]([CH2:21][C:22]3[CH:27]=[CH:26][C:25](B4OC(C)(C)C(C)(C)O4)=[CH:24][CH:23]=3)[C:13]([NH:14][C:15]3[CH:20]=[CH:19][CH:18]=[CH:17][CH:16]=3)=[C:9]2[C:8](=[O:37])[N:7]([CH3:38])[C:6]1=[O:39])[CH:2]([CH3:4])[CH3:3].Br[C:41]1[CH:46]=[C:45]([CH3:47])[CH:44]=[C:43]([CH3:48])[N:42]=1.C([O-])(O)=O.[Na+]>O1CCOCC1.C1C=CC([P]([Pd]([P](C2C=CC=CC=2)(C2C=CC=CC=2)C2C=CC=CC=2)([P](C2C=CC=CC=2)(C2C=CC=CC=2)C2C=CC=CC=2)[P](C2C=CC=CC=2)(C2C=CC=CC=2)C2C=CC=CC=2)(C2C=CC=CC=2)C2C=CC=CC=2)=CC=1>[CH3:47][C:45]1[CH:44]=[C:43]([CH3:48])[N:42]=[C:41]([C:25]2[CH:24]=[CH:23][C:22]([CH2:21][N:12]3[C:13]([NH:14][C:15]4[CH:16]=[CH:17][CH:18]=[CH:19][CH:20]=4)=[C:9]4[C:10]([N:5]([CH2:1][CH:2]([CH3:3])[CH3:4])[C:6](=[O:39])[N:7]([CH3:38])[C:8]4=[O:37])=[N:11]3)=[CH:27][CH:26]=2)[CH:46]=1 |f:2.3,^1:63,65,84,103|. Reported procedure: A mixture of 7-isobutyl-5-methyl-3-(phenylamino)-2-(4-(4,4,5,5-tetramethyl-1,3,2-dioxaborolan-2-yl)benzyl)-2H-pyrazolo[3,4-d]pyrimidine-4,6(5H,7H)-dione (41 mg, 0.077 mmol), 2-bromo-4,6-dimethylpyridine (14.3 mg, 0.077), tetrakis(triphenylphosphine)palladium(0) (3 mg), and 1M NaHCO3 aqueous solution (116 uL) in dioxane (350 μL) was heated at 100° C. for 4 hours, and then cooled to room temperature. The mixture was filtered through a 0.45 μm microfilter, and then purified by a semi-preparative HP... Reactants: BrC#N.CC#N (BrCN MeCN), FC1=CC(=C(C=C1F)N)N (4,5-Difluoro-1,2-phenylenediamine). Run in O (H2O), CO (MeOH). Conditions: time 2 hour. The product is NC=1NC2=C(N1)C=C(C(=C2)F)F (2-Amino-5,6-difluorobenzimidazole). Reaction SMILES: Br[C:2]#[N:3].CC#N.[F:7][C:8]1[C:13]([F:14])=[CH:12][C:11]([NH2:15])=[C:10]([NH2:16])[CH:9]=1>O.CO>[NH2:3][C:2]1[NH:16][C:10]2[CH:9]=[C:8]([F:7])[C:13]([F:14])=[CH:12][C:11]=2[N:15]=1 |f:0.1|. Procedure details: To a stirred solution of 4.9 mL of 5M BrCN/MeCN in 50 mL of H2O, was added dropwise a solution of 3.515 g (24.389 mmole) of 10 in 50 mL of MeOH over 20 min. After the addition, stirring was continued at room temperature for 2 h. The reaction mixture was concentrated to ~50 mL and was extracted with EtOAc (50 mL×3). The combined EtOAc solution was back washed with 100 mL of H2O and then discarded. The combined H2O phase was basified with sat. NaHCO3 solution (precipitation occurred) and was extra... The reactants are Cl (hydrochloric acid), C1(=CC=C(C=C1)S(=O)(=O)Cl)C (toluene-4-sulphonyl chloride), COC1=CC=CC2=C1OC(CO2)CO (1-(8-methoxy-1,4-benzodioxan-2-yl)methanol). Run in N1=CC=CC=C1 (pyridine), N1=CC=CC=C1 (pyridine). Product: C1(=CC=C(C=C1)S(=O)(=O)OCC1COC2=C(O1)C(=CC=C2)OC)C (8-methoxy-1,4-benzodioxan-2-ylmethyl toluene-4-sulphonate). Reaction SMILES: [C:1]1([CH3:11])[CH:6]=[CH:5][C:4]([S:7](Cl)(=[O:9])=[O:8])=[CH:3][CH:2]=1.[CH3:12][O:13][C:14]1[C:19]2[O:20][CH:21]([CH2:24][OH:25])[CH2:22][O:23][C:18]=2[CH:17]=[CH:16][CH:15]=1.Cl>N1C=CC=CC=1>[C:1]1([CH3:11])[CH:6]=[CH:5][C:4]([S:7]([O:25][CH2:24][CH:21]2[O:20][C:19]3[C:14]([O:13][CH3:12])=[CH:15][CH:16]=[CH:17][C:18]=3[O:23][CH2:22]2)(=[O:9])=[O:8])=[CH:3][CH:2]=1. Run at time 20 hour. Reported procedure: A solution of toluene-4-sulphonyl chloride (5.84 g) in pyridine (10 ml) was added dropwise at 10°-15° C. to a solution of 1-(8-methoxy-1,4-benzodioxan-2-yl)methanol (5.0 g) in pyridine (30 ml) and the mixture was stirred at ambient temperature for 20 hours. The mixture was poured onto an excess of ice and dilute hydrochloric acid. The resulting solid was collected by filtration, washed with water and dried in vacuo to yield 8-methoxy-1,4-benzodioxan-2-ylmethyl toluene-4-sulphonate as a white sol... Isolated yield 74.0%. Reactants: COc1cc(CNc2ccccc2C(=O)Nc2ccc3c(c2)CN(C(=O)OC(C)(C)C)CC3(C)C)ccn1, ClCCl, O=C(O)C(F)(F)F. The product is COc1cc(CNc2ccccc2C(=O)Nc2ccc3c(c2)CNCC3(C)C)ccn1. As a reaction SMILES: [C:1]([O:2][C:3](=[O:4])[N:8]1[CH2:9][c:10]2[cH:11][c:12]([NH:20][C:21]([c:22]3[c:23]([NH:28][CH2:29][c:30]4[cH:31][c:32]([O:36][CH3:37])[n:33][cH:34][cH:35]4)[cH:24][cH:25][cH:26][cH:27]3)=[O:38])[cH:13][cH:14][c:15]2[C:16]([CH3:18])([CH3:19])[CH2:17]1)([CH3:5])([CH3:6])[CH3:7].[Cl:46][CH2:47][Cl:48].[F:39][C:40]([F:41])([F:42])[C:43]([OH:44])=[O:45]>>[NH:8]1[CH2:9][c:10]2[cH:11][c:12]([NH:20][C:21]([c:22]3[c:23]([NH:28][CH2:29][c:30]4[cH:31][c:32]([O:36][CH3:37])[n:33][cH:34][cH:35]4)[cH:24][cH:25][cH:26][cH:27]3)=[O:38])[cH:13][cH:14][c:15]2[C:16]([CH3:18])([CH3:19])[CH2:17]1. The reactants are FC(C=1C=C(C=O)C=CC1)(F)F (3-(trifluoromethyl)benzaldehyde), CC(C(C(=O)N[C@H]1CC[C@@H]2CNC[C@@H]21)C2=CC=CC=C2)C (3-Methyl-N-[(3aR,4S,6aS)-octahydrocyclopenta[c]pyrrol-4-yl]-2-phenylbutanamide), C1(CCCCC1)C(C(=O)N[C@H]1CC[C@H]2CNC[C@H]21)C2CCCCC2 (2,2-dicyclohexyl-N-[(3aS,4S,6aR)-octahydrocyclopenta[c]pyrrol-4-yl]acetamide). The product is CC(C(C(=O)N[C@H]1CC[C@@H]2CN(C[C@@H]21)CC2=CC=NC=C2)C2=CC=CC=C2)C (3-methyl-2-phenyl-N-[(3aR,4S,6aS)-2-(pyridin-4-ylmethyl)octahydrocyclopenta[c]pyrrol-4-yl]butanamide). RXN SMILES: FC(F)(F)C1C=C(C=CC=1)C=O.[CH3:13][CH:14]([CH3:33])[CH:15]([C:27]1[CH:32]=[CH:31][CH:30]=[CH:29][CH:28]=1)[C:16]([NH:18][C@@H:19]1[C@@H:26]2[C@@H:22]([CH2:23][NH:24][CH2:25]2)[CH2:21][CH2:20]1)=[O:17].C1(C(C2CCCCC2)C(N[C@@H]2[C@H:51]3[C@H:47]([CH2:48][NH:49][CH2:50]3)[CH2:46][CH2:45]2)=O)CCCCC1>>[CH3:13][CH:14]([CH3:33])[CH:15]([C:27]1[CH:28]=[CH:29][CH:30]=[CH:31][CH:32]=1)[C:16]([NH:18][C@@H:19]1[C@@H:26]2[C@@H:22]([CH2:23][N:24]([CH2:48][C:47]3[CH:51]=[CH:50][N:49]=[CH:45][CH:46]=3)[CH2:25]2)[CH2:21][CH2:20]1)=[O:17]. Procedure: The title compound was prepared by substituting isonicotinaldehyde for 3-(trifluoromethyl)benzaldehyde and 3-methyl-N-[(3aR,4S,6aS)-octahydrocyclopenta[c]pyrrol-4-yl]-2-phenylbutanamide from Example 83 Step A for 2,2-dicyclohexyl-N-[(3aS,4S,6aR)-octahydrocyclopenta[c]pyrrol-4-yl]acetamide in the procedure described for Example 54: 1H NMR (500 MHz, pyridine-d5) δ ppm 8.70 (d, J=5.9, 2H), 8.62 (s, 1H), 7.64 (dd, J=3.0, 7.5, 2H), 7.36-7.30 (m, 2H), 7.25 (dd, J=7.0, 12.4, 3H), 4.39-4.30 (m, 1H), 3.5... The reactants are C[Si](C)(C)C=[N+]=[N-], CC#N, CO, CCN(C(C)C)C(C)C, CC(C)(C)OC(=O)N1CCC(N)(C(=O)[O-])CC1. The product is COC(=O)C1(N)CCN(C(=O)OC(C)(C)C)CC1. RXN SMILES: [CH3:27][Si:28]([CH:29]=[N+:30]=[N-:31])([CH3:32])[CH3:33].[CH3:34][C:35]#[N:36].[CH3:37][OH:38].[CH:18]([N:19]([CH:20]([CH3:21])[CH3:22])[CH2:23][CH3:24])([CH3:25])[CH3:26].[NH2:1][C:2]1([C:15](=[O:16])[O-:17])[CH2:3][CH2:4][N:5]([C:8](=[O:9])[O:10][C:11]([CH3:12])([CH3:13])[CH3:14])[CH2:6][CH2:7]1>>[NH2:1][C:2]1([C:15](=[O:16])[O:17][CH3:18])[CH2:3][CH2:4][N:5]([C:8](=[O:9])[O:10][C:11]([CH3:12])([CH3:13])[CH3:14])[CH2:6][CH2:7]1. Starting materials: ClC=1SC(=CC1)C=O (2-chloro-5-formylthiophene), C(#N)C=P(C1=CC=CC=C1)(C1=CC=CC=C1)C1=CC=CC=C1 (cyanomethylenetriphenylphosphorane). Solvent: C(Cl)(Cl)Cl (chloroform). Yields the product ClC1=CC=C(S1)C=CC#N (3-(5-chlorothien-2-yl)acrylonitrile). Yield: 85.5%. Reaction SMILES: [Cl:1][C:2]1[S:3][C:4]([CH:7]=O)=[CH:5][CH:6]=1.[C:9]([CH:11]=P(C1C=CC=CC=1)(C1C=CC=CC=1)C1C=CC=CC=1)#[N:10]>C(Cl)(Cl)Cl>[Cl:1][C:2]1[S:3][C:4]([CH:7]=[CH:11][C:9]#[N:10])=[CH:5][CH:6]=1. Procedure: A solution of 2-chloro-5-formylthiophene (5.68 g., 40 mM) and cyanomethylenetriphenylphosphorane (12.04 g., 40 mM) in chloroform (100 ml.) was heated under reflux for 20 min., and was evaporated to an oily solid. This was triturated with ether (20 ml.) and colourless needles of triphenylphosphine oxide (m.p. 156°-157°) were filtered off, and were washed with ether (10 ml.). The combined filtrates were evaporated, and the residue was distilled under reduced pressure to give 3-(5-chlorothien-2-yl)...